Dataset: the Open Reaction Database (ORD), a public repository of structured organic reaction records. Task: describe an organic reaction: reactants, conditions, products, and yield Yields the product Cc1cccc(-c2onc(C)c2C(=O)O)c1. Reaction SMILES: [CH3:1][c:2]1[n:3][o:4][c:5](-[c:11]2[cH:12][c:13]([CH3:17])[cH:14][cH:15][cH:16]2)[c:6]1[C:7](=[O:8])[O:9][CH3:10].[ClH:20].[Li+:18].[OH-:19]>>[CH3:1][c:2]1[n:3][o:4][c:5](-[c:11]2[cH:12][c:13]([CH3:17])[cH:14][cH:15][cH:16]2)[c:6]1[C:7](=[O:8])[OH:9]. The reactants are COC(=O)c1c(C)noc1-c1cccc(C)c1, Cl, [Li+], [OH-]. As a reaction SMILES: [CH3:1][C:2]1[CH:7]=[CH:6][C:5]([C:8]2[CH:9]=[N:10][NH:11][C:12]=2[NH2:13])=[CH:4][CH:3]=1.[F:14][C:15]1[CH:20]=[CH:19][C:18]([C:21](=O)[CH2:22][C:23](OCC)=[O:24])=[CH:17][CH:16]=1>N1C=CC=CC=1>[CH3:1][C:2]1[CH:3]=[CH:4][C:5]([C:8]2[CH:9]=[N:10][N:11]3[C:21]([C:18]4[CH:19]=[CH:20][C:15]([F:14])=[CH:16][CH:17]=4)=[CH:22][C:23](=[O:24])[NH:13][C:12]=23)=[CH:6][CH:7]=1. Reported procedure: 4-(4-Methylphenyl)-1H-pyrazol-5-amine (170 mg) and ethyl 3-(4-fluorophenyl)-3-oxopropanoate (250 mg) are stirred overnight in a pyridine (10 mL) solvent at 95° C. After cooling to room temperature, the reaction solvent is removed by distillation under reduced pressure. The remainder is extracted with ethyl acetate and water. The extracted organic layer is washed with brine and dehydrated with anhydrous MgSO4. The dehydrated organic layer is distilled under reduced pressure and purified by column... Starting materials: CC1=CC=C(C=C1)C=1C=NNC1N (4-(4-Methylphenyl)-1H-pyrazol-5-amine), FC1=CC=C(C=C1)C(CC(=O)OCC)=O (ethyl 3-(4-fluorophenyl)-3-oxopropanoate). The solvent is N1=CC=CC=C1 (pyridine). Yields the product CC1=CC=C(C=C1)C=1C=NN2C1NC(C=C2C2=CC=C(C=C2)F)=O (3-(4-methylphenyl)-7-(4-fluorophenyl)-pyrazolo[1,5-a]pyrimidin-5(4H)-one). Isolated yield 57.4%. Starting materials: C(C)C1(C(NC2=CC=CC=C12)=O)C (3-ethyl-3-methyl-1,3-dihydro-2H-indol-2-one), ClCCOC1OCCCC1 (2-(2-chloroethoxy) tetrahydro-2H-pyran). Product: C(C)C1(C(N(C2=CC=CC=C12)CCO)=O)C (3-Ethyl-1-(2-hydroxyethyl)-3-methyl-1,3-dihydro-2H-indol-2-one). As a reaction SMILES: [CH2:1]([C:3]1([CH3:13])[C:11]2[C:6](=[CH:7][CH:8]=[CH:9][CH:10]=2)[NH:5][C:4]1=[O:12])[CH3:2].Cl[CH2:15][CH2:16][O:17]C1CCCCO1>>[CH2:1]([C:3]1([CH3:13])[C:11]2[C:6](=[CH:7][CH:8]=[CH:9][CH:10]=2)[N:5]([CH2:15][CH2:16][OH:17])[C:4]1=[O:12])[CH3:2]. Procedure details: Prepared from 3-ethyl-3-methyl-1,3-dihydro-2H-indol-2-one (prepared by the method of Endler and Becker; Organic Syntheses Coll. vol. 4 page 657) and 2-(2-chloroethoxy) tetrahydro-2H-pyran. Reactants: CCCC[N+](CCCC)(CCCC)CCCC, CN1CCN(c2cccc3[nH]ccc23)CC1, Cc1ccccc1, Cl, Cl, O=S(=O)(Cl)c1ccc(F)cc1, [Na+], [OH-], O, O=S(=O)([O-])O. Product: CN1CCN(c2cccc3c2ccn3S(=O)(=O)c2ccc(F)cc2)CC1. Reaction SMILES: [CH2:35]([N+:36]([CH2:37][CH2:38][CH2:39][CH3:40])([CH2:41][CH2:42][CH2:43][CH3:44])[CH2:45][CH2:46][CH2:47][CH3:48])[CH2:49][CH2:50][CH3:51].[CH3:3][N:4]1[CH2:5][CH2:6][N:7]([c:10]2[c:11]3[cH:12][cH:13][nH:14][c:15]3[cH:16][cH:17][cH:18]2)[CH2:8][CH2:9]1.[CH3:54][c:55]1[cH:56][cH:57][cH:58][cH:59][cH:60]1.[ClH:1].[ClH:2].[F:19][c:20]1[cH:21][cH:22][c:23]([S:26](=[O:27])(=[O:28])[Cl:29])[cH:24][cH:25]1.[Na+:53].[OH-:52].[OH2:61].[S:30]([O-:31])([OH:32])(=[O:33])=[O:34]>>[CH3:3][N:4]1[CH2:5][CH2:6][N:7]([c:10]2[c:11]3[cH:12][cH:13][n:14]([S:26]([c:23]4[cH:22][cH:21][c:20]([F:19])[cH:25][cH:24]4)(=[O:27])=[O:28])[c:15]3[cH:16][cH:17][cH:18]2)[CH2:8][CH2:9]1. Reactants: BrC1=C(C(=C(C(=O)CC(=O)OCC)C=C1F)F)C (ethyl 4-bromo-2,5-difluoro-3-methylbenzoylacetate), C(C)(=O)OC(C)=O (acetic anhydride), COC(N(C)C)OC (N,N-dimethylformamide dimethyl acetal), C1(CC1)N (cyclopropylamine). The solvent is C(Cl)Cl (methylene chloride), CCCCCC (n-hexane), C(C)O (ethanol). Reaction conditions: time 1 hour. The product is BrC1=C(C(=C(C(=O)C(C(=O)OCC)=CNC2CC2)C=C1F)F)C (ethyl 2-(4-bromo-2,5-difluoro-3-methylbenzoyl)-3-cyclopropylaminoacrylate). RXN SMILES: [Br:1][C:2]1[C:15]([F:16])=[CH:14][C:5]([C:6]([CH2:8][C:9]([O:11][CH2:12][CH3:13])=[O:10])=[O:7])=[C:4]([F:17])[C:3]=1[CH3:18].[C:19](OC(=O)C)(=O)[CH3:20].CO[CH:28](OC)[N:29]([CH3:31])C.C1(N)CC1>C(Cl)Cl.C(O)C.CCCCCC>[Br:1][C:2]1[C:15]([F:16])=[CH:14][C:5]([C:6]([C:8](=[CH:31][NH:29][CH:28]2[CH2:20][CH2:19]2)[C:9]([O:11][CH2:12][CH3:13])=[O:10])=[O:7])=[C:4]([F:17])[C:3]=1[CH3:18]. Procedure details: In 150 ml of methylene chloride was dissolved 30.0 g of ethyl 4-bromo-2,5-difluoro-3-methylbenzoylacetate, and 19.1 g of acetic anhydride and 22.3 g of N,N-dimethylformamide dimethyl acetal were added to the solution, after which the resulting mixture was stirred at room temperature for one hour. Thereafter, the solvent was removed by distillation under reduced pressure. The residue obtained was dissolved in 90 ml of ethanol and 5.90 g of cyclopropylamine was added thereto, after which the resul... The reactants are powder, BrC=1C=CC2=C(N(C=N2)CC2=CC3=C(N=C(S3)N[C@H]3[C@@H](CCCC3)O)C=C2)C1 ((1R,2R)-2-((6-((6-bromo-1H-benzo[d]imidazol-1-yl)methyl)benzo[d]thiazol-2-yl)amino)cyclohexanol), BrC1=CC2=C(N(C=N2)CC2=CC3=C(N=C(S3)N[C@H]3[C@@H](CCCC3)O)C=C2)C=C1 ((1R,2R)-2-((6-((5-bromo-1H-benzo[d]imidazol-1-yl)methyl)benzo[d]thiazol-2-yl)amino)cyclohexanol). Yields the product O[C@H]1[C@@H](CCCC1)NC=1SC2=C(N1)C=CC(=C2)CN2C=NC1=C2C=C(C=C1)C(C)=O (1-(1-((2-(((1R,2R)-2-Hydroxycyclohexyl)amino)benzo[d]thiazol-6-yl)methyl)-1H-benzo[d]imidazol-6-yl)ethanone). RXN SMILES: Br[C:2]1[CH:3]=[CH:4][C:5]2[N:9]=[CH:8][N:7]([CH2:10][C:11]3[CH:27]=[CH:26][C:14]4[N:15]=[C:16]([NH:18][C@@H:19]5[CH2:24][CH2:23][CH2:22][CH2:21][C@H:20]5[OH:25])[S:17][C:13]=4[CH:12]=3)[C:6]=2[CH:28]=1.BrC1C=CC2N(CC3C=CC4N=C(N[C@@H:46]5CCCC[C@H:47]5[OH:52])SC=4C=3)C=NC=2C=1>>[OH:25][C@@H:20]1[CH2:21][CH2:22][CH2:23][CH2:24][C@H:19]1[NH:18][C:16]1[S:17][C:13]2[CH:12]=[C:11]([CH2:10][N:7]3[C:6]4[CH:28]=[C:2]([C:47](=[O:52])[CH3:46])[CH:3]=[CH:4][C:5]=4[N:9]=[CH:8]3)[CH:27]=[CH:26][C:14]=2[N:15]=1. Procedure: 1-(1-((2-(((1R,2R)-2-Hydroxycyclohexyl)amino)benzo[d]thiazol-6-yl)methyl)-1H-benzo[d]imidazol-6-yl)ethanone was synthesized as a white powder (8 mg, 6%) using a procedure analogous to that described in Example 110, substituting (1R,2R)-2-((6-((6-bromo-1H-benzo[d]imidazol-1-yl)methyl)benzo[d]thiazol-2-yl)amino)cyclohexanol from Steo 6 of Example 107 for (1R,2R)-2-((6-((5-bromo-1H-benzo[d]imidazol-1-yl)methyl)benzo[d]thiazol-2-yl)amino)cyclohexanol used in Example 110. 1H NMR (300 MHz, DMSO-d6) δ ... The reactants are FC(C(=O)O)(F)F.FC(C(=O)O)(F)F.ClC=1C=NC=2NC=3C=CC=C(CCC4=C(C=CC(NC1N2)=C4)NC(CC4CCNCC4)=O)C3 (N-[6-chloro-2,4,8,22-tetraazatetracyclo[14.3.1.1(3,7).1(9,13)]docosa-1(20),3(22),4,6,9(21),10,12,16,18-nonaen-12-yl]-2-piperidin-4-ylacetamide bis(trifluoroacetate)), CC(C(=O)Cl)(C)C (2,2-dimethylpropanoyl chloride). Product: FC(C(=O)O)(F)F.ClC=1C=NC=2NC=3C=CC=C(CCC4=C(C=CC(NC1N2)=C4)NC(CC4CCN(CC4)C(C(C)(C)C)=O)=O)C3 (N-[6-Chloro-2,4,8,22-tetraazatetracyclo[14.3.1.1(3,7).1(9,13)]docosa-1(20),3(22),4,6,9(21),10,12,16,18-nonaen-12-yl]-2-[1-(2,2-dimethylpropanoyl)piperidin-4-yl]acetamide trifluoroacetate). The yield is 31.0%. As a reaction SMILES: [F:1][C:2]([F:7])([F:6])[C:3]([OH:5])=[O:4].FC(F)(F)C(O)=O.[Cl:15][C:16]1[CH:17]=[N:18][C:19]2[NH:20][C:21]3[CH:22]=[CH:23][CH:24]=[C:25]([CH:47]=3)[CH2:26][CH2:27][C:28]3[CH:36]=[C:32]([NH:33][C:34]=1[N:35]=2)[CH:31]=[CH:30][C:29]=3[NH:37][C:38](=[O:46])[CH2:39][CH:40]1[CH2:45][CH2:44][NH:43][CH2:42][CH2:41]1.[CH3:48][C:49]([CH3:54])([CH3:53])[C:50](Cl)=[O:51]>>[F:1][C:2]([F:7])([F:6])[C:3]([OH:5])=[O:4].[Cl:15][C:16]1[CH:17]=[N:18][C:19]2[NH:20][C:21]3[CH:22]=[CH:23][CH:24]=[C:25]([CH:47]=3)[CH2:26][CH2:27][C:28]3[CH:36]=[C:32]([NH:33][C:34]=1[N:35]=2)[CH:31]=[CH:30][C:29]=3[NH:37][C:38](=[O:46])[CH2:39][CH:40]1[CH2:45][CH2:44][N:43]([C:50](=[O:51])[C:49]([CH3:54])([CH3:53])[CH3:48])[CH2:42][CH2:41]1 |f:0.1.2,4.5|. Reported procedure: The desired compound was prepared according to the procedure of Example A20, using N-[6-chloro-2,4,8,22-tetraazatetracyclo[14.3.1.1(3,7).1(9,13)]docosa-1(20),3(22),4,6,9(21),10,12,16,18-nonaen-12-yl]-2-piperidin-4-ylacetamide bis(trifluoroacetate) and 2,2-dimethylpropanoyl chloride as starting materials in 31% yield. 1H NMR (300 MHz, DMSO-d6): δ 9.50 (s, 1H), 9.33 (s, 1H), 9.30 (s, 1H), 8.13 (s, 1H), 7.98 (s, 1H), 7.77 (s, 1H), 7.21 (d, 1H), 7.04 (m, 2H), 6.87 (d, 1H), 6.79 (d, 1H), 4.27 (m, 2H)... Reaction SMILES: [CH3:30][OH:31].[F:1][c:2]1[cH:3][c:4]2[c:5]([s:6][c:7](-[c:10]3[c:11]([CH3:27])[n:12][c:13]4[n:14]3[n:15][c:16]([CH3:26])[cH:17][c:18]4[C:19](=[CH:20][CH2:21][CH3:22])[CH2:23][CH2:24][CH3:25])[c:8]2[CH3:9])[cH:28][cH:29]1>>[F:1][c:2]1[cH:3][c:4]2[c:5]([s:6][c:7](-[c:10]3[c:11]([CH3:27])[n:12][c:13]4[n:14]3[n:15][c:16]([CH3:26])[cH:17][c:18]4[CH:19]([CH2:20][CH2:21][CH3:22])[CH2:23][CH2:24][CH3:25])[c:8]2[CH3:9])[cH:28][cH:29]1. Reactants: CO, CCC=C(CCC)c1cc(C)nn2c(-c3sc4ccc(F)cc4c3C)c(C)nc12. The product is CCCC(CCC)c1cc(C)nn2c(-c3sc4ccc(F)cc4c3C)c(C)nc12. Starting materials: [Br-], C#C[Mg+], O=Cc1c(-c2ccco2)nn2c(Cl)cccc12, C1CCOC1, O. Yields the product C#CC(O)c1c(-c2ccco2)nn2c(Cl)cccc12. RXN SMILES: [Br-:18].[C:19](#[CH:20])[Mg+:21].[Cl:1][c:2]1[cH:3][cH:4][cH:5][c:6]2[n:7]1[n:8][c:9](-[c:13]1[o:14][cH:15][cH:16][cH:17]1)[c:10]2[CH:11]=[O:12].[O:23]1[CH2:24][CH2:25][CH2:26][CH2:27]1.[OH2:22]>>[Cl:1][c:2]1[cH:3][cH:4][cH:5][c:6]2[n:7]1[n:8][c:9](-[c:13]1[o:14][cH:15][cH:16][cH:17]1)[c:10]2[CH:11]([OH:12])[C:19]#[CH:20]. The reactants are BrC1=C(C=CC=C1)N=C=S (2-bromophenyl isothiocyanate), OC=1C=C(C=CC1N)CC(=O)OC (Methyl 3-hydroxy-4-aminophenylacetate), CO (methanol), Mercuric oxide. Product: BrC1=C(C=CC=C1)NC=1OC2=C(N1)C=CC(=C2)CC(=O)OCC (ethyl 2-(2-bromophenylamino)-6-benzoxazolylacetate). Yield: 66.0%. Reaction SMILES: [OH:1][C:2]1[CH:3]=[C:4]([CH2:9][C:10]([O:12][CH3:13])=[O:11])[CH:5]=[CH:6][C:7]=1[NH2:8].[Br:14][C:15]1[CH:20]=[CH:19][CH:18]=[CH:17][C:16]=1[N:21]=[C:22]=S.[CH3:24]O>>[Br:14][C:15]1[CH:20]=[CH:19][CH:18]=[CH:17][C:16]=1[NH:21][C:22]1[O:1][C:2]2[CH:3]=[C:4]([CH2:9][C:10]([O:12][CH2:13][CH3:24])=[O:11])[CH:5]=[CH:6][C:7]=2[N:8]=1. Reported procedure: Methyl 3-hydroxy-4-aminophenylacetate (2.97 g, 16.4 mmol) was dissolved in methanol (30 ml). Under stirring at room temperature, 2-bromophenyl isothiocyanate (2.65 ml, 19.7 mmol) was added to the resulting solution. The reaction mixture was then stirred at room temperature for 1.5 hours. Mercuric oxide (yellow) (3.55 g, 16.4 mmol) was added to the reaction mixture, followed by heating and refluxing for 50 minutes. After cooling the reaction mixture to room temperature, the insoluble matter was f...